Dataset: the Open Reaction Database (ORD), a public repository of structured organic reaction records. Task: describe an organic reaction: reactants, conditions, products, and yield The reactants are C=CC=C (butadiene), C(C(=C)C)(=O)OC (methyl methacrylate), organoaluminum, C=CC1=CC=CC=C1 (styrene), C(C(C)C)[Al](OC1=C(C=C(C=C1C(C)(C)C)C)C(C)(C)C)OC1=C(C=C(C=C1C(C)(C)C)C)C(C)(C)C (isobutylbis(2,6-di-tert-butyl-4-methylphenoxy)aluminum), C(C(C)C)[Al](OC1=C(C=C(C=C1C(C)(C)C)C)C(C)(C)C)CC(C)C (diisobutyl(2,6-di-tert-butyl-4-methylphenoxy)aluminum). Solvent: C1(=CC=CC=C1)C (toluene), COCCOC (1,2-dimethoxyethane). Product: C=CC1=CC=CC=C1.C(C(=C)C)(=O)OC (Styrene methyl Methacrylate). Reaction SMILES: [CH2:1]=[CH:2][C:3]1[CH:8]=[CH:7][CH:6]=[CH:5][CH:4]=1.C=CC=C.[C:13]([O:18][CH3:19])(=[O:17])[C:14]([CH3:16])=[CH2:15].C([Al](OC1C(C(C)(C)C)=CC(C)=CC=1C(C)(C)C)OC1C(C(C)(C)C)=CC(C)=CC=1C(C)(C)C)C(C)C.C([Al](CC(C)C)OC1C(C(C)(C)C)=CC(C)=CC=1C(C)(C)C)C(C)C>COCCOC.C1(C)C=CC=CC=1>[CH2:1]=[CH:2][C:3]1[CH:8]=[CH:7][CH:6]=[CH:5][CH:4]=1.[C:13]([O:18][CH3:19])(=[O:17])[C:14]([CH3:16])=[CH2:15] |f:7.8|. Procedure: Preparation of polystyryllithium by anionic polymerization of styrene, preparation of a polymerization initiator compound by addition reaction of butadiene, and polymerization of methyl methacrylate in the presence of an organoaluminum compound were successively performed in the same way as in Example 3 except that a solution prepared by mixing 1.0 ml of a toluene solution containing 0.80 mmol of isobutylbis(2,6-di-tert-butyl-4-methylphenoxy)aluminum with 0.22 g of 1,2-dimethoxyethane was used i... Solvent: C(C)(=O)O (acetic acid). The reactants are Cl.Cl.NCC(=O)C=1N=CN(C1N)CC1=CC=CC=C1 (2-amino-1-[5-amino-1-(phenyl-methyl)-1H-imidazol-4-yl]ethanone dihydrochloride), [H][H] (hydrogen), CO (methanol), O (water). Reagents/catalysts: [Pd] (palladium-on-carbon). Reported procedure: A solution of 1.0 g. of 2-amino-1-[5-amino-1-(phenyl-methyl)-1H-imidazol-4-yl]ethanone dihydrochloride in 100 ml. of 70:20:10 methanol:water:acetic acid is hydrogenated over 0.52 g. of 20% palladium-on-carbon at 50 p.s.i. until hydrogen uptake ceases. The catalyst is removed by filtration and the filtrate is evaporated at reduced pressure to give 2-amino-1-(5-amino-1H-imidazol-4-yl)ethanone dihydrochloride; m.p. above 250° dec. Reaction SMILES: [ClH:1].Cl.[NH2:3][CH2:4][C:5]([C:7]1[N:8]=[CH:9][N:10](CC2C=CC=CC=2)[C:11]=1[NH2:12])=[O:6].CO.O.[H][H]>[Pd].C(O)(=O)C>[ClH:1].[ClH:1].[NH2:3][CH2:4][C:5]([C:7]1[N:8]=[CH:9][NH:10][C:11]=1[NH2:12])=[O:6] |f:0.1.2,8.9.10|. Yields the product Cl.Cl.NCC(=O)C=1N=CNC1N (2-amino-1-(5-amino-1H-imidazol-4-yl)ethanone dihydrochloride). Reactants: CCOCC, O=C(Cl)Cc1c(Cl)cccc1Cl, CCc1cn(C2CCC(CN)O2)c(=O)[nH]c1=O, [Na+], [OH-]. The product is CCc1cn(C2CCC(CNC(=O)Cc3c(Cl)cccc3Cl)O2)c(=O)[nH]c1=O. As a reaction SMILES: [CH3:30][CH2:31][O:32][CH2:33][CH3:34].[Cl:1][c:2]1[c:3]([CH2:9][C:10](=[O:11])[Cl:12])[c:4]([Cl:8])[cH:5][cH:6][cH:7]1.[NH2:13][CH2:14][CH:15]1[CH2:16][CH2:17][CH:18]([n:20]2[c:21](=[O:22])[nH:23][c:24](=[O:25])[c:26]([CH2:28][CH3:29])[cH:27]2)[O:19]1.[Na+:36].[OH-:35]>>[Cl:1][c:2]1[c:3]([CH2:9][C:10](=[O:11])[NH:13][CH2:14][CH:15]2[CH2:16][CH2:17][CH:18]([n:20]3[c:21](=[O:22])[nH:23][c:24](=[O:25])[c:26]([CH2:28][CH3:29])[cH:27]3)[O:19]2)[c:4]([Cl:8])[cH:5][cH:6][cH:7]1. Reactants: C(C)(C)(C)OC(=O)N1N=C(C2=CC(=CC=C12)NS(=O)(=O)C1=CC(=CC=C1)F)C (N-(N-tert-butoxycarbonyl-3-methyl-1H-indazol-5-yl)-3-fluorobenzenesulfonamide), foam, I[Si](C)(C)C (iodotrimethylsilane). Solvent: C(Cl)(Cl)Cl (chloroform). Product: FC=1C=C(C=CC1)S(=O)(=O)NC=1C=C2C(=NNC2=CC1)C (3-fluoro-N-(3-methyl-1H-indazol-5-yl)-benzenesulfonamide). The yield is 59.0%. Reaction SMILES: C(OC([N:8]1[C:16]2[C:11](=[CH:12][C:13]([NH:17][S:18]([C:21]3[CH:26]=[CH:25][CH:24]=[C:23]([F:27])[CH:22]=3)(=[O:20])=[O:19])=[CH:14][CH:15]=2)[C:10]([CH3:28])=[N:9]1)=O)(C)(C)C.I[Si](C)(C)C>C(Cl)(Cl)Cl>[F:27][C:23]1[CH:22]=[C:21]([S:18]([NH:17][C:13]2[CH:12]=[C:11]3[C:16](=[CH:15][CH:14]=2)[NH:8][N:9]=[C:10]3[CH3:28])(=[O:19])=[O:20])[CH:26]=[CH:25][CH:24]=1. Reported procedure: 3-Fluoro-N-(3-methyl-1H-indazol-5-yl)benzenesulfonamide can be obtained as described in Example 6 from 1.35 g of N-(N-tert-butoxycarbonyl-3-methyl-1H-indazol-5-yl)-3-fluorobenzenesulfonamide, 13.5 ml of chloroform and 0.47 ml of iodotrimethylsilane. 0.6 g of 3-fluoro-N-(3-methyl-1H-indazol-5-yl)-benzenesulfonamide is thus obtained in the form of a white foam melting at 120° C. (analysis: C14H12FN3O2S.0.39CH2Cl2 % calculated, C, 55.07; H, 3.96; F, 6.22; N, 13.76; O, 10.48; S, 10.50. % found C, 54... The reactants are C(C)OC1=CC=CC2=C1C(CO2)NC2=NC1=CC=C(C=C1C=C2)N (rac-N2-(4-Ethoxy-2,3-dihydro-benzofuran-3-yl)-quinoline-2,6-diamine), CN1CCN(CC1)CC(=O)O ((4-methyl-piperazin-1-yl)-acetic acid). Product: C(C)OC1=CC=CC2=C1C(CO2)NC2=NC1=CC=C(C=C1C=C2)NC(CN2CCN(CC2)C)=O (rac-N-[2-(4-Ethoxy-2,3-dihydro-benzofuran-3-ylamino)-quinolin-6-yl]-2-(4-methyl-piperazin-1-yl)-acetamide), solid. Yield: 93.0%. Reaction SMILES: [CH2:1]([O:3][C:4]1[C:9]2[CH:10]([NH:13][C:14]3[CH:23]=[CH:22][C:21]4[C:16](=[CH:17][CH:18]=[C:19]([NH2:24])[CH:20]=4)[N:15]=3)[CH2:11][O:12][C:8]=2[CH:7]=[CH:6][CH:5]=1)[CH3:2].[CH3:25][N:26]1[CH2:31][CH2:30][N:29]([CH2:32][C:33](O)=[O:34])[CH2:28][CH2:27]1>>[CH2:1]([O:3][C:4]1[C:9]2[CH:10]([NH:13][C:14]3[CH:23]=[CH:22][C:21]4[C:16](=[CH:17][CH:18]=[C:19]([NH:24][C:33](=[O:34])[CH2:32][N:29]5[CH2:30][CH2:31][N:26]([CH3:25])[CH2:27][CH2:28]5)[CH:20]=4)[N:15]=3)[CH2:11][O:12][C:8]=2[CH:7]=[CH:6][CH:5]=1)[CH3:2]. Procedure: The title compound was prepared from rac-N2-(4-ethoxy-2,3-dihydro-benzofuran-3-yl)-quinoline-2,6-diamine (Example 175) (200 mg, 0.49 mmol) and commercially available (4-methyl-piperazin-1-yl)-acetic acid (74 mg, 0.65 mmol) in accordance with the general method 14 described in example 119 and was obtained as an off-white solid (200 mg, 93%); MS: m/e=462.2 (M+H+). The reactants are C[O-].[Na+] (sodium methylate), COC(C(C(=O)OC)OC1=C(C=CC=C1)OC)=O (dimethyl-2-(o-methoxyphenoxy)malonate), FC(C(=N)N)(F)F (trifluoro-acetamidine). Reported procedure: To a stirred solution of 22.9 g sodium methylate in 250 ml methanol was added 37.5 g dimethyl-2-(o-methoxyphenoxy)malonate in portions within 15 min. Stirring was continued for 30 min. Then 15.8 g trifluoro-acetamidine was added followed by stirring for 20 h at room temperature. Work up was done according to the procedure described in Example 1d) to give 29.77 g 5-(o-methoxyphenoxy)-2-trifluoromethyl-pyrimidine-4,6-dione (or its tautomeric form). LC-MS: tR=3.41 min, [M+1]+=303.32. As a reaction SMILES: C[O-].[Na+].CO[C:6](=[O:21])[CH:7]([O:12][C:13]1[CH:18]=[CH:17][CH:16]=[CH:15][C:14]=1[O:19][CH3:20])[C:8]([O:10]C)=O.[F:22][C:23]([F:28])([F:27])[C:24]([NH2:26])=[NH:25]>CO>[CH3:20][O:19][C:14]1[CH:15]=[CH:16][CH:17]=[CH:18][C:13]=1[O:12][CH:7]1[C:6](=[O:21])[NH:26][C:24]([C:23]([F:28])([F:27])[F:22])=[N:25][C:8]1=[O:10] |f:0.1|. Reaction conditions: time 30 minute. Yield: 69.9%. Yields the product COC1=C(OC2C(N=C(NC2=O)C(F)(F)F)=O)C=CC=C1 (5-(o-methoxyphenoxy)-2-trifluoromethyl-pyrimidine-4,6-dione). Solvent: CO (methanol). Reactants: NC(=O)N (urea), FC(C(C(=O)O)=C)(F)F (trifluoromethacrylic acid). Run in C(C)(=O)OC(C)=O (acetic anhydride). Yields the product FC(C1C(NC(NC1)=O)=O)(F)F (5-trifluoromethyl-5,6-dihydrouracil). Isolated yield 66.4%. Reaction SMILES: [NH2:1][C:2]([NH2:4])=[O:3].[F:5][C:6]([F:13])([F:12])[C:7](=[CH2:11])[C:8](O)=[O:9]>C(OC(=O)C)(=O)C>[F:5][C:6]([F:13])([F:12])[CH:7]1[CH2:11][NH:4][C:2](=[O:3])[NH:1][C:8]1=[O:9]. Reported procedure: In 160 ml of acetic anhydride, 13.5 g of urea was suspended and 30 g of trifluoromethacrylic acid was added to the suspension. The resulting mixture was allowed to react at 100° C. for 1 hour and the reaction mixture was concentrated under reduced pressure. The obtained oil was crystallized from 150 ml of water and then recrystallized from 150 ml of water to obtain 25.9 g of 5-trifluoromethyl-5,6-dihydrouracil. Starting materials: CSC(=C[N+](=O)[O-])NCCSCc1csc(CN(C)C)n1, CCO, NC1CC1. Yields the product CN(C)Cc1nc(CSCCNC(=C[N+](=O)[O-])NC2CC2)cs1. Reaction SMILES: [CH3:1][N:2]([CH3:3])[CH2:4][c:5]1[s:6][cH:7][c:8]([CH2:10][S:11][CH2:12][CH2:13][NH:14][C:15](=[CH:16][N+:17](=[O:18])[O-:19])[S:20][CH3:21])[n:9]1.[CH3:26][CH2:27][OH:28].[CH:22]1([NH2:25])[CH2:23][CH2:24]1>>[CH3:1][N:2]([CH3:3])[CH2:4][c:5]1[s:6][cH:7][c:8]([CH2:10][S:11][CH2:12][CH2:13][NH:14][C:15](=[CH:16][N+:17](=[O:18])[O-:19])[NH:25][CH:22]2[CH2:23][CH2:24]2)[n:9]1. Reactants: [H][H] (hydrogen), C12CN(CC(CC1)O2)C2=NC(=NC(=C2)Cl)O (4-(8-Oxa-3-azabicyclo[3.2.1]octan-3-yl)-6-chloropyrimidin-2-ol), [H-].[Na+] (Sodium hydride), two. The solvent is CC(C)O (2-propanol). Run at temperature 170 celsius. Product: C12CN(CC(CC1)O2)C2=NC(=NC(=C2)OC(C)C)O (4-(8-Oxa-3-azabicyclo[3.2.1]octan-3-yl)-6-isopropoxypyrimidin-2-ol). Isolated yield 85.1%. As a reaction SMILES: [CH:1]12[O:8][CH:5]([CH2:6][CH2:7]1)[CH2:4][N:3]([C:9]1[CH:14]=[C:13](Cl)[N:12]=[C:11]([OH:16])[N:10]=1)[CH2:2]2.[H-].[Na+].[H][H]>CC(O)C>[CH:1]12[O:8][CH:5]([CH2:6][CH2:7]1)[CH2:4][N:3]([C:9]1[CH:14]=[C:13]([O:8][CH:5]([CH3:6])[CH3:4])[N:12]=[C:11]([OH:16])[N:10]=1)[CH2:2]2 |f:1.2|. Reported procedure: 4-(8-Oxa-3-azabicyclo[3.2.1]octan-3-yl)-6-chloropyrimidin-2-ol (26, 460 mg, 1.903 mmol) was dissolved in 2-propanol (30 mL). The mixture was divided over two 20 mL microwave vials. Sodium hydride (305 mg, 7.61 mmol) was added (153 mg to each vial), resulting in a fine suspension. The vials were stirred at room temperature until no further formation of hydrogen gas was observed. The vials were flushed with nitrogen. The mixture was heated under microwave irradiation for 1 hour at 170° C. The 2 vi... The reactants are COC(=O)C#CC(=O)OC (dimethylacetylenedicarboxylate), NC1=CC=CC=C1 (aniline). Run in C(CCl)Cl (ethylene dichloride), C(CCl)Cl (EDC). Reaction conditions: time 1 hour. Yields the product C1(=CC=CC=C1)NC(=CC(=O)OC)C(=O)OC (dimethyl 3-phenylaminobut-2-ene-dioate). As a reaction SMILES: [CH3:1][O:2][C:3]([C:5]#[C:6][C:7]([O:9][CH3:10])=[O:8])=[O:4].[NH2:11][C:12]1[CH:17]=[CH:16][CH:15]=[CH:14][CH:13]=1>C(Cl)CCl>[C:12]1([NH:11][C:6]([C:7]([O:9][CH3:10])=[O:8])=[CH:5][C:3]([O:2][CH3:1])=[O:4])[CH:17]=[CH:16][CH:15]=[CH:14][CH:13]=1. Procedure: To a stirred solution of dimethylacetylenedicarboxylate (DMAD, 0.10 mol) in 50 mL of ethylene dichloride (EDC), is slowly added a solution of aniline (0.10 mol) in 15 mL of EDC. The temperature of the reaction mixture is maintained below 30° C. and stirring is continued for about one hour until the reaction is essentially complete. The EDC is then removed under vacuum to afford the dimethyl 3-phenylaminobut-2-ene-dioate.